This data is from the Open Reaction Database (ORD), a public repository of structured organic reaction records. The task is: describe an organic reaction: reactants, conditions, products, and yield Reactants: BrC1=CC(=C(C=C1C(=O)O)O)C(C)(C)C (6-bromo-4-tert-butyl-3-hydroxybenzoic acid), C1CC(=O)N(C1=O)Br (NBS). Run in O (water), C(Cl)Cl (DCM). Reaction conditions: time 30 minute. The product is BrC1=C(C(=O)O)C(=CC(=C1O)C(C)(C)C)Br (2,6-dibromo-4-tert-butyl-3-hydroxybenzoic acid). Isolated yield 96.0%. Reaction SMILES: [Br:1][C:2]1[C:7]([C:8]([OH:10])=[O:9])=[CH:6][C:5]([OH:11])=[C:4]([C:12]([CH3:15])([CH3:14])[CH3:13])[CH:3]=1.C1C(=O)N([Br:23])C(=O)C1>C(Cl)Cl.O>[Br:23][C:6]1[C:5]([OH:11])=[C:4]([C:12]([CH3:15])([CH3:14])[CH3:13])[CH:3]=[C:2]([Br:1])[C:7]=1[C:8]([OH:10])=[O:9]. Procedure: step 3—To a solution of 120 (1.0 eq, 2.27 mmol, 621 mg) in DCM (10 mL) at RT was added in three portions NBS (2.0 eq, 4.55, 809 mg). The mixture was stirred RT for 30 min. The reaction was diluted with water, the organic layer was separated, dried (MgSO4) and concentrated to afford 767 mg of 2,6-dibromo-4-tert-butyl-3-hydroxybenzoic acid (122) as a light brownish solid. Starting materials: [Li]CCCC, C1CCOC1, CCCCCC, [Cl-], O=C1CCC(=O)N1Cl, [NH4+], CCCN(Cc1ccc(-c2ccccc2-c2nnnn2C(c2ccccc2)(c2ccccc2)c2ccccc2)cc1)c1nn(CCc2ccccc2)c(Br)c1C(=O)OCC. The product is CCCN(Cc1ccc(-c2ccccc2-c2nnnn2C(c2ccccc2)(c2ccccc2)c2ccccc2)cc1)c1nn(CCc2ccccc2)c(Cl)c1C(=O)OCC. RXN SMILES: [CH2:7]([Li:8])[CH2:9][CH2:10][CH3:11].[CH2:82]1[O:83][CH2:84][CH2:85][CH2:86]1.[CH3:1][CH2:2][CH2:3][CH2:4][CH2:5][CH3:6].[Cl-:80].[Cl:72][N:73]1[C:74](=[O:75])[CH2:76][CH2:77][C:78]1=[O:79].[NH4+:81].[c:12]1([CH2:18][CH2:19][n:20]2[n:21][c:22]([N:31]([CH2:32][c:33]3[cH:34][cH:35][c:36](-[c:39]4[c:40](-[c:45]5[n:46][n:47][n:48][n:49]5[C:50]([c:51]5[cH:52][cH:53][cH:54][cH:55][cH:56]5)([c:57]5[cH:58][cH:59][cH:60][cH:61][cH:62]5)[c:63]5[cH:64][cH:65][cH:66][cH:67][cH:68]5)[cH:41][cH:42][cH:43][cH:44]4)[cH:37][cH:38]3)[CH2:69][CH2:70][CH3:71])[c:23]([C:26](=[O:27])[O:28][CH2:29][CH3:30])[c:24]2[Br:25])[cH:13][cH:14][cH:15][cH:16][cH:17]1>>[c:12]1([CH2:18][CH2:19][n:20]2[n:21][c:22]([N:31]([CH2:32][c:33]3[cH:34][cH:35][c:36](-[c:39]4[c:40](-[c:45]5[n:46][n:47][n:48][n:49]5[C:50]([c:51]5[cH:52][cH:53][cH:54][cH:55][cH:56]5)([c:57]5[cH:58][cH:59][cH:60][cH:61][cH:62]5)[c:63]5[cH:64][cH:65][cH:66][cH:67][cH:68]5)[cH:41][cH:42][cH:43][cH:44]4)[cH:37][cH:38]3)[CH2:69][CH2:70][CH3:71])[c:23]([C:26](=[O:27])[O:28][CH2:29][CH3:30])[c:24]2[Cl:72])[cH:13][cH:14][cH:15][cH:16][cH:17]1. The reactants are Cl[Pt-2](Cl)(Cl)Cl.[K+].[K+] (potassium tetrachloroplatinate), CC(CN)(CN)C (2,2-dimethyl-1,3-propanediamine). Solvent: O (water). Conditions: time 8 hour. Product: [Pt](Cl)Cl.CC(CN)(CN)C (2,2-dimethyl-1,3-propanediamine compound with platinum chloride). Yield: 63.5%. RXN SMILES: [Cl:1][Pt-2:2](Cl)(Cl)[Cl:3].[K+].[K+].[CH3:8][C:9]([CH3:14])([CH2:12][NH2:13])[CH2:10][NH2:11]>O>[Pt:2]([Cl:3])[Cl:1].[CH3:8][C:9]([CH3:14])([CH2:12][NH2:13])[CH2:10][NH2:11] |f:0.1.2,5.6|. Procedure: To a solution of 12.45 g of potassium tetrachloroplatinate in 60 ml of water was added 3.06 g of 2,2-dimethyl-1,3-propanediamine. This mixture was allowed to stand overnight and then the solid was collected, giving 7.0 g of 2,2-dimethyl-1,3-propanediamine compound with platinum chloride (1:1). Reactants: Brc1ccc2sccc2c1, CCOC(=O)CC#N, CCOC(C)=O, Cc1ccccc1, CC(C)(C)[O-], Cl, [K+], O, c1ccc(P(c2ccccc2)(c2ccccc2)[Pd](P(c2ccccc2)(c2ccccc2)c2ccccc2)(P(c2ccccc2)(c2ccccc2)c2ccccc2)P(c2ccccc2)(c2ccccc2)c2ccccc2)cc1. The product is CCOC(=O)C(C#N)c1ccc2sccc2c1. As a reaction SMILES: [Br:15][c:16]1[cH:17][cH:18][c:19]2[c:20]([cH:21][cH:22][s:23]2)[cH:24]1.[C:1](#[N:2])[CH2:3][C:4](=[O:5])[O:6][CH2:7][CH3:8].[CH3:103][CH2:104][O:105][C:106](=[O:107])[CH3:108].[CH3:110][c:111]1[cH:112][cH:113][cH:114][cH:115][cH:116]1.[CH3:9][C:10]([CH3:11])([O-:12])[CH3:13].[ClH:25].[K+:14].[OH2:109].[cH:26]1[cH:27][cH:28][c:29]([P:30]([Pd:31]([P:32]([c:33]2[cH:34][cH:35][cH:36][cH:37][cH:38]2)([c:39]2[cH:40][cH:41][cH:42][cH:43][cH:44]2)[c:45]2[cH:46][cH:47][cH:48][cH:49][cH:50]2)([P:51]([c:52]2[cH:53][cH:54][cH:55][cH:56][cH:57]2)([c:58]2[cH:59][cH:60][cH:61][cH:62][cH:63]2)[c:64]2[cH:65][cH:66][cH:67][cH:68][cH:69]2)[P:70]([c:71]2[cH:72][cH:73][cH:74][cH:75][cH:76]2)([c:77]2[cH:78][cH:79][cH:80][cH:81][cH:82]2)[c:83]2[cH:84][cH:85][cH:86][cH:87][cH:88]2)([c:89]2[cH:90][cH:91][cH:92][cH:93][cH:94]2)[c:95]2[cH:96][cH:97][cH:98][cH:99][cH:100]2)[cH:101][cH:102]1>>[C:1](#[N:2])[CH:3]([C:4](=[O:5])[O:6][CH2:7][CH3:8])[c:16]1[cH:17][cH:18][c:19]2[c:20]([cH:21][cH:22][s:23]2)[cH:24]1. Starting materials: BrC=1C=C(SC1)CNC(OC(C)(C)C)=O (tert-butyl ((4-bromothiophen-2-yl)methyl)-carbamate), ClC(C(=O)N[C@@H]([C@@H](C1=CC=C(C=C1)[Sn](C)(C)C)O)CF)Cl (2,2-dichloro-N-((1R,2S)-3-fluoro-1-hydroxy-1-(4-(trimethylstannyl)phenyl)propan-2-yl)acetamide). Product: ClC(C(=O)N[C@@H]([C@H](O)C1=CC=C(C=C1)C=1C=C(SC1)CNC(OC(C)(C)C)=O)CF)Cl (tert-butyl ((4-(4-((1R,2S)-2-(2,2-dichloroacetamido)-3-fluoro-1-hydroxypropyl)phenyl)thiophen-2-yl)methyl)carbamate). Yield: 20.3%. As a reaction SMILES: Br[C:2]1[CH:3]=[C:4]([CH2:7][NH:8][C:9](=[O:15])[O:10][C:11]([CH3:14])([CH3:13])[CH3:12])[S:5][CH:6]=1.[Cl:16][CH:17]([Cl:36])[C:18]([NH:20][C@H:21]([CH2:34][F:35])[C@H:22]([OH:33])[C:23]1[CH:28]=[CH:27][C:26]([Sn](C)(C)C)=[CH:25][CH:24]=1)=[O:19]>>[Cl:16][CH:17]([Cl:36])[C:18]([NH:20][C@H:21]([CH2:34][F:35])[C@@H:22]([C:23]1[CH:24]=[CH:25][C:26]([C:2]2[CH:3]=[C:4]([CH2:7][NH:8][C:9](=[O:15])[O:10][C:11]([CH3:14])([CH3:13])[CH3:12])[S:5][CH:6]=2)=[CH:27][CH:28]=1)[OH:33])=[O:19]. Procedure: The compound is prepared from tert-butyl ((4-bromothiophen-2-yl)methyl)-carbamate (132 mg, 0.45 mmol) and 2,2-dichloro-N-((1R,2S)-3-fluoro-1-hydroxy-1-(4-(trimethylstannyl)phenyl)propan-2-yl)acetamide (200 mg, 0.45 mmol) in a manner analogous to Example 2 to give the tile compound (45 mg): 1H-NMR (400 MHz, CDCl3) 1.47 (s, 9H), 2.73 (bs, 1H), 4.26-4.38 (m, 1H), 4.39-4.52 (m, 2.5H), 4.53-4.61 (m, 1H), 4.65-4.72 (m, 0.5H), 4.87-5.03 (m, 1H), 5.12 (d, J=4.0 Hz, 1H), 5.87 (s, 1H), 7.06 (d, J=8.6 Hz, ...